The task is: describe an organic reaction: reactants, conditions, products, and yield. This data is from the Open Reaction Database (ORD), a public repository of structured organic reaction records. Starting materials: NC1=NC=C(C=C1S(=O)(=O)N1CC(CC1)(C)NC(OC(C)(C)C)=O)Br (1,1-dimethylethyl {1-[(2-amino-5-bromopyridin-3-yl)sulfonyl]-3-methylpyrrolidin-3-yl}carbamate), C(C)[C@H]1CCC=2C(=NC(=NC2C1)C)N1CCOC2=C(C1)C=C(C=C2)B(O)O ({4-[(7S)-7-ethyl-2-methyl-5,6,7,8-tetrahydroquinazolin-4-yl]-2,3,4,5-tetrahydro-1,4-benzoxazepin-7-yl}boronic acid). Yields the product NC1(CN(CC1)S(=O)(=O)C=1C(=NC=C(C1)C=1C=CC2=C(CN(CCO2)C2=NC(=NC=3C[C@H](CCC23)CC)C)C1)N)C (3-[(3-amino-3-methylpyrrolidin-1-yl)sulfonyl]-5-{4-[(7S)-7-ethyl-2-methyl-5,6,7,8-tetrahydroquinazolin-4-yl]-2,3,4,5-tetrahydro-1,4-benzoxazepin-7-yl}pyridin-2-amine). RXN SMILES: [NH2:1][C:2]1[C:7]([S:8]([N:11]2[CH2:15][CH2:14][C:13]([NH:17]C(=O)OC(C)(C)C)([CH3:16])[CH2:12]2)(=[O:10])=[O:9])=[CH:6][C:5](Br)=[CH:4][N:3]=1.[CH2:26]([C@@H:28]1[CH2:37][C:36]2[N:35]=[C:34]([CH3:38])[N:33]=[C:32]([N:39]3[CH2:45][C:44]4[CH:46]=[C:47](B(O)O)[CH:48]=[CH:49][C:43]=4[O:42][CH2:41][CH2:40]3)[C:31]=2[CH2:30][CH2:29]1)[CH3:27]>>[NH2:17][C:13]1([CH3:16])[CH2:14][CH2:15][N:11]([S:8]([C:7]2[C:2]([NH2:1])=[N:3][CH:4]=[C:5]([C:47]3[CH:48]=[CH:49][C:43]4[O:42][CH2:41][CH2:40][N:39]([C:32]5[C:31]6[CH2:30][CH2:29][C@H:28]([CH2:26][CH3:27])[CH2:37][C:36]=6[N:35]=[C:34]([CH3:38])[N:33]=5)[CH2:45][C:44]=4[CH:46]=3)[CH:6]=2)(=[O:9])=[O:10])[CH2:12]1. Procedure: Prepared according to the method of example 5 by using 1,1-dimethylethyl {1-[(2-amino-5-bromopyridin-3-yl)sulfonyl]-3-methylpyrrolidin-3-yl}carbamate (reagent preparation 25) and {4-[(7S)-7-ethyl-2-methyl-5,6,7,8-tetrahydroquinazolin-4-yl]-2,3,4,5-tetrahydro-1,4-benzoxazepin-7-yl}boronic acid (reagent preparation 23) in step 1. 1H NMR (400 MHz, Methanol-d4): 8.37 (s, 1H), 7.97 (s, 1H), 7.41 (s, 1H), 7.29 (d, 1H), 6.94 (d, 1H), 4.64 (m, 2H), 4.27 (m, 1H), 4.05 (m, 1H), 3.94 (m, 2H), 3.47 (m, 1H),... Reaction SMILES: [F:1][C:2]1[C:3]([N+:13]([O-])=O)=[C:4]2[C:9](=[CH:10][CH:11]=1)[N:8]=[C:7]([CH3:12])[CH:6]=[CH:5]2.[H][H].[CH2:18]([OH:20])[CH3:19]>C(OCC)(=O)C.C(OC(=O)C)(=O)C.[Pd]>[C:18]([NH:13][C:3]1[C:2]([F:1])=[CH:11][CH:10]=[C:9]2[C:4]=1[CH:5]=[CH:6][C:7]([CH3:12])=[N:8]2)(=[O:20])[CH3:19]. Reagents/catalysts: [Pd] (palladium on charcoal). The product is C(C)(=O)NC1=C2C=CC(=NC2=CC=C1F)C (5-acetamido-6-fluoroquinaldine). The solvent is C(C)(=O)OCC (ethyl acetate), C(C)(=O)OC(C)=O (acetic anhydride). Reactants: FC=1C(=C2C=CC(=NC2=CC1)C)[N+](=O)[O-] (6-fluoro-5-nitroquinaldine), C(C)O (ethanol), [H][H] (hydrogen), [H][H] (hydrogen). Reported procedure: To a mixture of 20 g (0.1 mole) of 6-fluoro-5-nitroquinaldine in 180 ml of ethyl acetate and 20 ml of acetic anhydride was added 3 g of ten percent palladium on charcoal. The mixture was hydrogenated with hydrogen gas at 50 psi on a Paar apparatus for 20 minutes. The theoretical amount of hydrogen (25 psi) was used. On cooling, the mixture solidified to a yellow mass. About 200 ml of ethanol was added, and the mixture was heated to dissolve the product. The catalyst was filtered off through celi... As a reaction SMILES: [CH3:40][OH:41].[K+:36].[Li+:39].[NH2:1][C:2]([C:3](=[O:4])[c:5]1[c:6]([CH2:32][CH3:33])[n:7]([CH2:19][c:20]2[c:21](-[c:26]3[cH:27][cH:28][cH:29][cH:30][cH:31]3)[cH:22][cH:23][cH:24][cH:25]2)[c:8]2[c:9]1[c:10]([O:14][CH2:15][C:16](=[O:17])[OH:18])[n:11][cH:12][cH:13]2)=[O:34].[OH-:35].[OH-:38].[OH2:37].[OH2:42]>>[NH2:1][C:2]([C:3](=[O:4])[c:5]1[c:6]([CH2:32][CH3:33])[n:7]([CH2:19][c:20]2[cH:21][cH:22][cH:23][cH:24][cH:25]2)[c:8]2[c:9]1[c:10]([O:14][CH2:15][C:16](=[O:17])[OH:18])[n:11][cH:12][cH:13]2)=[O:34]. The product is CCc1c(C(=O)C(N)=O)c2c(OCC(=O)O)nccc2n1Cc1ccccc1. Reactants: CO, [K+], [Li+], CCc1c(C(=O)C(N)=O)c2c(OCC(=O)O)nccc2n1Cc1ccccc1-c1ccccc1, [OH-], [OH-], O, O.